Task: describe an organic reaction: reactants, conditions, products, and yield. Dataset: the Open Reaction Database (ORD), a public repository of structured organic reaction records The reactants are graphite, C([O-])([O-])=O.[Na+].[Na+] (sodium carbonate), FCCNC(OC)=O (methyl 2-fluoroethylcarbamate). The reagents and catalysts are C1(=CC=C(C=C1)S(=O)(=O)[O-])C.C(C)[N+](CC)(CC)CC (tetraethylammonium p-toluenesulfonate). Solvent: CO (methanol). Reaction conditions: time 1 hour. Yields the product FCC(OC)NC(OC)=O (METHYL 2-FLUORO-1-METHOXYETHYLCARBAMATE). Isolated yield 251.4%. RXN SMILES: [C:1](=O)([O-])[O-:2].[Na+].[Na+].[F:7][CH2:8][CH2:9][NH:10][C:11](=[O:14])[O:12][CH3:13]>C1(C)C=CC(S([O-])(=O)=O)=CC=1.C([N+](CC)(CC)CC)C.CO>[F:7][CH2:8][CH:9]([NH:10][C:11](=[O:14])[O:12][CH3:13])[O:2][CH3:1] |f:0.1.2,4.5|. Procedure: An undivided electrochemical flow cell was constructed from two 150 cm2 graphite block electrodes separated with a 6 mm Viton® gasket and plumbed to a 500 ml jar reservoir, a Teflon® lined pump and a refrigerated cooling system so that the contents of the reservoir could be continuously recirculated through the cell and cooling system. The electrodes were connected to a power source and a voltage meter. The system was flushed with chromatography grade methanol to remove any contaminants. The res... Reactants: ClCCl, CS(=O)(=O)Cl, COc1cc2oc(-c3ccc(N)cc3)cc(=O)c2c(OC)c1OC, [Na+], O=C([O-])O, c1ccncc1. The product is COc1cc2oc(-c3ccc(NS(C)(=O)=O)cc3)cc(=O)c2c(OC)c1OC. RXN SMILES: [CH2:41]([Cl:42])[Cl:43].[CH3:31][S:32]([Cl:33])(=[O:34])=[O:35].[NH2:1][c:2]1[cH:3][cH:4][c:5](-[c:6]2[o:7][c:8]3[cH:9][c:10]([O:21][CH3:22])[c:11]([O:19][CH3:20])[c:12]([O:17][CH3:18])[c:13]3[c:14](=[O:16])[cH:15]2)[cH:23][cH:24]1.[Na+:40].[O-:36][C:37]([OH:38])=[O:39].[cH:25]1[cH:26][cH:27][n:28][cH:29][cH:30]1>>[NH:1]([c:2]1[cH:3][cH:4][c:5](-[c:6]2[o:7][c:8]3[cH:9][c:10]([O:21][CH3:22])[c:11]([O:19][CH3:20])[c:12]([O:17][CH3:18])[c:13]3[c:14](=[O:16])[cH:15]2)[cH:23][cH:24]1)[S:32]([CH3:31])(=[O:34])=[O:35].